This data is from the Open Reaction Database (ORD), a public repository of structured organic reaction records. The task is: describe an organic reaction: reactants, conditions, products, and yield Reactants: N1([C@H](C(=O)N[C@H](CC2=CNC3=CC=CC=C23)C(=O)N[C@@H](CC2=CC=CC=C2)C(=O)N[C@H](CC2=CNC3=CC=CC=C23)C(=O)N([C@@H](CC(C)C)C(=O)N[C@@H](CCSC)C(=O)N)C)CCC1)C(=O)OC(C)(C)C (BocPro-DTrp-Phe-DTrp-MeLeu-MetNH2), FC(C(=O)O)(F)F (trifluoroacetic acid), C(C)(S)S (ethanedithiol). Run in CSC (dimethyl sulfide). The product is N1[C@H](C(=O)N[C@H](CC2=CNC3=CC=CC=C23)C(=O)N[C@@H](CC2=CC=CC=C2)C(=O)N[C@H](CC2=CNC3=CC=CC=C23)C(=O)N([C@@H](CC(C)C)C(=O)N[C@@H](CCSC)C(=O)N)C)CCCC1 (HPro-DTrp-Phe-DTrp-MeLeu-MetNH2). Reaction SMILES: [N:1]1([C:65](OC(C)(C)C)=O)[CH2:64][CH2:63][CH2:62][C@H:2]1[C:3]([NH:5][C@@H:6]([C:17]([NH:19][C@H:20]([C:28]([NH:30][C@@H:31]([C:42]([N:44]([CH3:61])[C@H:45]([C:50]([NH:52][C@H:53]([C:58]([NH2:60])=[O:59])CCSC)=[O:51])[CH2:46][CH:47]([CH3:49])[CH3:48])=[O:43])[CH2:32][C:33]1[C:41]2[C:36](=[CH:37][CH:38]=[CH:39][CH:40]=2)[NH:35][CH:34]=1)=[O:29])[CH2:21][C:22]1[CH:27]=[CH:26][CH:25]=[CH:24][CH:23]=1)=[O:18])[CH2:7][C:8]1[C:16]2[C:11](=[CH:12][CH:13]=[CH:14][CH:15]=2)[NH:10][CH:9]=1)=[O:4].F[C:73](F)(F)C(O)=O.[CH:79]([SH:82])(S)[CH3:80]>CSC>[NH:1]1[CH2:65][CH2:64][CH2:63][CH2:62][C@H:2]1[C:3]([NH:5][C@@H:6]([C:17]([NH:19][C@H:20]([C:28]([NH:30][C@@H:31]([C:42]([N:44]([CH3:61])[C@H:45]([C:50]([NH:52][C@H:53]([C:58]([NH2:60])=[O:59])[CH2:80][CH2:79][S:82][CH3:73])=[O:51])[CH2:46][CH:47]([CH3:48])[CH3:49])=[O:43])[CH2:32][C:33]1[C:41]2[C:36](=[CH:37][CH:38]=[CH:39][CH:40]=2)[NH:35][CH:34]=1)=[O:29])[CH2:21][C:22]1[CH:23]=[CH:24][CH:25]=[CH:26][CH:27]=1)=[O:18])[CH2:7][C:8]1[C:16]2[C:11](=[CH:12][CH:13]=[CH:14][CH:15]=2)[NH:10][CH:9]=1)=[O:4]. Reported procedure: Condensation of BocPro-DTrp-PheOH (Example 33, 1.65 g.) and HDTrp-MeLeu-MetNH2 (1.34 g.) using dicyclohexylcarbodiimide and N-hydroxysuccinimide gave BocPro-DTrp-Phe-DTrp-MeLeu-MetNH2 in 64% yield. De-t-butoxycarbonylation of BocPro-DTrp-Phe-DTrp-MeLeu-MetNH2 (1.70 g.) using trifluoroacetic acid in dimethyl sulfide and ethanedithiol gave HPro-DTrp-Phe-DTrp-MeLeu-MetNH2, which was isolated as the amorphous white solid phosphate (1:1) salt tetrahydrate in 67% yield. Starting materials: [H][H] (hydrogen), 23, OC1(CCN(CC1)CC1=CC=CC=C1)COC1=CC=C(C(=O)OCC)C=C1 (ethyl 4-[[4-hydroxy-1-(phenylmethyl)-4-piperidinyl]-methoxy]benzoate). Reagents/catalysts: [Pd] (palladium-on-charcoal). Run in C(C)O (ethanol). Product: 17, OC1(CCNCC1)COC1=CC=C(C(=O)OCC)C=C1 (ethyl 4-[(4-hydroxy-4-piperidinyl)methoxy]benzoate). Isolated yield 100.0%. As a reaction SMILES: [OH:1][C:2]1([CH2:15][O:16][C:17]2[CH:27]=[CH:26][C:20]([C:21]([O:23][CH2:24][CH3:25])=[O:22])=[CH:19][CH:18]=2)[CH2:7][CH2:6][N:5](CC2C=CC=CC=2)[CH2:4][CH2:3]1.[H][H]>[Pd].C(O)C>[OH:1][C:2]1([CH2:15][O:16][C:17]2[CH:27]=[CH:26][C:20]([C:21]([O:23][CH2:24][CH3:25])=[O:22])=[CH:19][CH:18]=2)[CH2:7][CH2:6][NH:5][CH2:4][CH2:3]1. Reported procedure: A mixture of 23 parts of ethyl 4-[[4-hydroxy-1-(phenylmethyl)-4-piperidinyl]-methoxy]benzoate and 200 parts of ethanol was hydrogenated at normal pressure and at 50° C. with 2 parts of palladium-on-charcoal catalyst 10%. After the calculated amount of hydrogen was taken up, the catalyst was filtered off and the filtrate was evaporated, yielding 17 parts (100%) of ethyl 4-[(4-hydroxy-4-piperidinyl)methoxy]benzoate as a residue (int. 79). The reactants are Cl (HCl), C(C)(=O)C1=NC=CC=C1 (Acetyl pyridine), C(C(=O)[O-])(=O)OC (methyl oxalate), CO (MeOH), C[O-].[Na+] (Sodium methoxide). Reaction conditions: time 15 minute. The product is COC(C(=CC(C=1C=NC=CC1)=O)O)=O (2-Hydroxy-4-oxo-4-pyridin-3-ylbut-2-enoic acid methyl ester). As a reaction SMILES: C([C:4]1[CH:9]=[CH:8][CH:7]=[CH:6][N:5]=1)(=O)C.[C:10]([O:15][CH3:16])(=[O:14])[C:11]([O-:13])=O.[CH3:17][O-:18].[Na+].Cl.[CH3:21]O>>[CH3:16][O:15][C:10](=[O:14])[C:11]([OH:13])=[CH:21][C:17](=[O:18])[C:7]1[CH:6]=[N:5][CH:4]=[CH:9][CH:8]=1 |f:2.3|. Procedure details: Acetyl pyridine (1.81 mL, 16.5 mmol) and methyl oxalate (3.12 g, 26.4 mmol) were dissolved in MeOH (30 mL, anhydrous). Sodium methoxide (6.9 mL, 25% in MeOH) was added over 10 min. Reaction solidified and was complete after 15 minutes. The solid mass was dissolved when acidified with HCl (10%, aqueous). The pH was then adjusted with NH4OH (conc) until precipitation ceased. The resulting solid was taken up in EtOAc. The aqueous layer was removed and extracted twice with EtOAc. The combined EtOAc ... The product is BrC=1C(=C(C(=O)OC)C(=CC1)CSC1=CC(=CC=C1)F)OC (Methyl 3-bromo-6-(3-fluorophenylthiomethyl)-2-methoxybenzoate). As a reaction SMILES: [Br:1][C:2]1[C:3]([O:21][CH3:22])=[C:4]([C:10]([CH2:13][S:14][C:15]2[CH:20]=[CH:19][CH:18]=[CH:17][CH:16]=2)=[CH:11][CH:12]=1)[C:5]([O:7][CH2:8]C)=[O:6].BrC1C(OC)=C(C(CBr)=CC=1)C(OC)=O.[F:38]C1C=C(S)C=CC=1>>[Br:1][C:2]1[C:3]([O:21][CH3:22])=[C:4]([C:10]([CH2:13][S:14][C:15]2[CH:20]=[CH:19][CH:18]=[C:17]([F:38])[CH:16]=2)=[CH:11][CH:12]=1)[C:5]([O:7][CH3:8])=[O:6]. Procedure details: Prepared by proceeding in a similar manner to Intermediate 73, starting from methyl 3-bromo-6-bromomethyl-2-methoxybenzoate (Intermediate 89) and 3-fluorothiophenol. Starting materials: BrC=1C(=C(C(=O)OCC)C(=CC1)CSC1=CC=CC=C1)OC (ethyl 3-bromo-6-(phenylthiomethyl)-2-methoxybenzoate), FC=1C=C(C=CC1)S (3-fluorothiophenol), BrC=1C(=C(C(=O)OC)C(=CC1)CBr)OC (methyl 3-bromo-6-bromomethyl-2-methoxybenzoate), BrC=1C(=C(C(=O)OC)C(=CC1)CBr)OC (methyl 3-bromo-6-bromomethyl-2-methoxybenzoate). Starting materials: CC(C)(C)OC(=O)N1CCC(c2ccc(NC(=O)Nc3ccc(Cl)nc3)c(Cl)c2)C1, ClCCl, [Na+], [OH-], O=C(O)C(F)(F)F. Product: O=C(Nc1ccc(Cl)nc1)Nc1ccc(C2CCNC2)cc1Cl. Reaction SMILES: [C:1]([O:2][C:3](=[O:4])[N:8]1[CH2:9][CH:10]([c:13]2[cH:14][c:15]([Cl:30])[c:16]([NH:19][C:20](=[O:21])[NH:22][c:23]3[cH:24][n:25][c:26]([Cl:29])[cH:27][cH:28]3)[cH:17][cH:18]2)[CH2:11][CH2:12]1)([CH3:5])([CH3:6])[CH3:7].[Cl:40][CH2:41][Cl:42].[Na+:39].[OH-:38].[OH:31][C:32]([C:33]([F:34])([F:35])[F:36])=[O:37]>>[NH:8]1[CH2:9][CH:10]([c:13]2[cH:14][c:15]([Cl:30])[c:16]([NH:19][C:20](=[O:21])[NH:22][c:23]3[cH:24][n:25][c:26]([Cl:29])[cH:27][cH:28]3)[cH:17][cH:18]2)[CH2:11][CH2:12]1. Starting materials: CCOC(=O)C1(C)CCCCN1C(=O)c1ccccc1, CCO, [Na+], [OH-], O. Yields the product CC1(C(=O)O)CCCCN1C(=O)c1ccccc1. RXN SMILES: [CH2:1]([CH3:2])[O:3][C:4](=[O:5])[C:6]1([CH3:20])[N:7]([C:12]([c:13]2[cH:14][cH:15][cH:16][cH:17][cH:18]2)=[O:19])[CH2:8][CH2:9][CH2:10][CH2:11]1.[CH3:23][CH2:24][OH:25].[Na+:22].[OH-:21].[OH2:26]>>[O:3]=[C:4]([OH:5])[C:6]1([CH3:20])[N:7]([C:12]([c:13]2[cH:14][cH:15][cH:16][cH:17][cH:18]2)=[O:19])[CH2:8][CH2:9][CH2:10][CH2:11]1. Reactants: CCO, O=C(c1ccc([N+](=O)[O-])cc1Cl)N1CCc2cccn2-c2ccccc21, C1CCOC1. Product: Nc1ccc(C(=O)N2CCc3cccn3-c3ccccc32)c(Cl)c1. As a reaction SMILES: [CH2:27]([OH:28])[CH3:29].[Cl:1][c:2]1[c:3]([C:4](=[O:5])[N:6]2[CH2:7][CH2:8][c:9]3[n:10]([cH:17][cH:18][cH:19]3)-[c:11]3[c:12]2[cH:13][cH:14][cH:15][cH:16]3)[cH:20][cH:21][c:22]([N+:24]([O-:25])=[O:26])[cH:23]1.[O:30]1[CH2:31][CH2:32][CH2:33][CH2:34]1>>[Cl:1][c:2]1[c:3]([C:4](=[O:5])[N:6]2[CH2:7][CH2:8][c:9]3[n:10]([cH:17][cH:18][cH:19]3)-[c:11]3[c:12]2[cH:13][cH:14][cH:15][cH:16]3)[cH:20][cH:21][c:22]([NH2:24])[cH:23]1.